From a dataset of the Open Reaction Database (ORD), a public repository of structured organic reaction records. describe an organic reaction: reactants, conditions, products, and yield Starting materials: C=CC(=O)OCC1CO1, CC(C)O, CCC(S)S, Cl, [K+], [OH-], O, Sc1ccccc1. The product is O=C(CCSc1ccccc1)OCC1CO1. As a reaction SMILES: [C:8]([CH:9]=[CH2:10])(=[O:11])[O:12][CH2:13][CH:14]1[CH2:15][O:16]1.[CH3:25][CH:26]([OH:27])[CH3:28].[CH:19]([SH:20])([SH:21])[CH2:22][CH3:23].[ClH:24].[K+:18].[OH-:17].[OH2:29].[SH:1][c:2]1[cH:3][cH:4][cH:5][cH:6][cH:7]1>>[S:1]([c:2]1[cH:3][cH:4][cH:5][cH:6][cH:7]1)[CH2:10][CH2:9][C:8](=[O:11])[O:12][CH2:13][CH:14]1[CH2:15][O:16]1. Starting materials: C(C)(C)N1C(C(=CC2=CC=CC=C12)C(=O)OCC)=O (ethyl 1-isopropyl-2-oxo-1,2-dihydro-3-quinolinecarboxylate), [OH-].[Na+] (sodium hydroxide). Run in C(C)O (ethanol), O (water). Product: C(C)(C)N1C(C(=CC2=CC=CC=C12)C(=O)O)=O (1-isopropyl-2-oxo-1,2-dihydro-3-quinolinecarboxylic acid). Isolated yield 17.4%. As a reaction SMILES: [CH:1]([N:4]1[C:13]2[C:8](=[CH:9][CH:10]=[CH:11][CH:12]=2)[CH:7]=[C:6]([C:14]([O:16]CC)=[O:15])[C:5]1=[O:19])([CH3:3])[CH3:2].[OH-].[Na+]>C(O)C.O>[CH:1]([N:4]1[C:13]2[C:8](=[CH:9][CH:10]=[CH:11][CH:12]=2)[CH:7]=[C:6]([C:14]([OH:16])=[O:15])[C:5]1=[O:19])([CH3:3])[CH3:2] |f:1.2|. Reported procedure: A solution of 1.55 g of ethyl 1-isopropyl-2-oxo-1,2-dihydro-3-quinolinecarboxylate and 0.28 g of sodium hydroxide in 10 ml of ethanol and 2 ml of water was stirred overnight at room temperature. The solvent was distilled off and dil. hydrochloric acid was added to the residue. The precipitated solid was filtered, washed with water and dried to give 0.24 g of 1-isopropyl-2-oxo-1,2-dihydro-3-quinolinecarboxylic acid. Reported procedure: The preparation of the title compound takes place starting from the compound of Example 120A and ethylamine without the addition of tetrahydrofuran in analogy to the synthesis of the compound of Example 29. 23 mg (21% of theory) of the title compound are obtained. Solvent: O1CCCC1 (tetrahydrofuran). The product is C(=O)O.ClC=1C=C(C=CC1)N1N=C(C=C1C1=CC(=CC=C1)OCCCNCC)C(=O)N1CNC(C1)=O (1-({1-(3-Chlorophenyl)-5-[3-(3-(ethylamino)propoxy)phenyl]-1H-pyrazol-3-yl}carbonyl)imidazolidin-4-one formate). RXN SMILES: CS(O[CH2:6][CH2:7][CH2:8][O:9][C:10]1[CH:15]=[CH:14][CH:13]=[C:12]([C:16]2[N:20]([C:21]3[CH:26]=[CH:25][CH:24]=[C:23]([Cl:27])[CH:22]=3)[N:19]=[C:18]([C:28]([N:30]3[CH2:34][C:33](=[O:35])[NH:32][CH2:31]3)=[O:29])[CH:17]=2)[CH:11]=1)(=O)=O.[CH2:36]([NH2:38])[CH3:37].[CH:39]([OH:41])=[O:40].ClC1C=C(N2C(C3C=CC=C(OCCCN(C)C)C=3)=CC(C(N3CC(=O)NC3)=O)=N2)C=CC=1>O1CCCC1>[CH:39]([OH:41])=[O:40].[Cl:27][C:23]1[CH:22]=[C:21]([N:20]2[C:16]([C:12]3[CH:13]=[CH:14][CH:15]=[C:10]([O:9][CH2:8][CH2:7][CH2:6][NH:38][CH2:36][CH3:37])[CH:11]=3)=[CH:17][C:18]([C:28]([N:30]3[CH2:34][C:33](=[O:35])[NH:32][CH2:31]3)=[O:29])=[N:19]2)[CH:26]=[CH:25][CH:24]=1 |f:2.3,5.6|. Starting materials: CS(=O)(=O)OCCCOC1=CC(=CC=C1)C1=CC(=NN1C1=CC(=CC=C1)Cl)C(=O)N1CNC(C1)=O (3-(3-{1-(3-Chlorophenyl)-3-[(4-oxoimidazolidin-1-yl)carbonyl]-1H-pyrazol-5-yl}phenoxy)propyl methanesulfonate), C(C)N (ethylamine), C(=O)O.ClC=1C=C(C=CC1)N1N=C(C=C1C1=CC(=CC=C1)OCCCN(C)C)C(=O)N1CNC(C1)=O (1-{[1-(3-Chlorophenyl)-5-{3-[3-(dimethylamino)propoxy]phenyl}-1H-pyrazol-3-yl]carbonyl}imidazolidin-4-one formate). Reactants: C[C@@H]1CC(C=C2C([C@H]([C@H]3[C@@H]4C[C@H](C([C@@]4(C)CC[C@@H]3[C@@]12C)=O)F)C)=C)=O (1β,7α-dimethyl-16α-fluoro-6-methylenandrost-4-ene-3,17-dione), ClC1=C(C(C(=C(C1=O)C#N)C#N)=O)Cl (dichlorodicyanobenzoquinone). Run in O1CCOCC1 (dioxane). Yields the product CC1=CC(C=C2C([C@H]([C@H]3[C@@H]4C[C@H](C([C@@]4(C)CC[C@@H]3[C@@]12C)=O)F)C)=C)=O (1,7α-dimethyl-16α-fluoro-6-methylenandrosta-1,4-diene-3,17-dione). The yield is 75.4%. As a reaction SMILES: [CH3:1][C@H:2]1[C@@:19]2([CH3:20])[C:6]([C:7](=[CH2:24])[C@@H:8]([CH3:23])[C@@H:9]3[C@@H:18]2[CH2:17][CH2:16][C@@:14]2([CH3:15])[C@H:10]3[CH2:11][C@@H:12]([F:22])[C:13]2=[O:21])=[CH:5][C:4](=[O:25])[CH2:3]1.ClC1C(=O)C(C#N)=C(C#N)C(=O)C=1Cl>O1CCOCC1>[CH3:1][C:2]1[C@@:19]2([CH3:20])[C:6]([C:7](=[CH2:24])[C@@H:8]([CH3:23])[C@@H:9]3[C@@H:18]2[CH2:17][CH2:16][C@@:14]2([CH3:15])[C@H:10]3[CH2:11][C@@H:12]([F:22])[C:13]2=[O:21])=[CH:5][C:4](=[O:25])[CH:3]=1. Reported procedure: 0.560 g of 1β,7α-dimethyl-16α-fluoro-6-methylenandrost-4-ene-3,17-dione and 0.59 g of dichlorodicyanobenzoquinone is refluxed in 20 ml of anhydrous dioxane for about 15 hrs. The the reaction mixture is filtered, the solvent removed in vacuo, the residue dissolved in ethyl acetate, the organic layer washed with water, dried over sodium sulfate and the solvent evaporated under vacuum. The crude product is chromatographed on silica gel using hexane/ethyl acetate 40% as eluant to yield 0.42 g of pur... Starting materials: C(C)(C)NC(C)C (diisopropylamine), solution, C(CCC)[Li] (n-butyllithium), O1CCCC1 (tetrahydrofuran), BrCCC=C (4-bromo-1-butene), O1CCCC1 (tetrahydrofuran), O1CCCC1 (tetrahydrofuran). The solvent is CCCCCC (hexane), [Cl-].[Na+].O (brine). Reaction conditions: temperature -65 celsius, time 1 hour. Yields the product C=CCCCC(CCCC=C)=O (undeca-1,10-dien-6-one). RXN SMILES: C(N[CH:5]([CH3:7])[CH3:6])(C)C.[CH2:8]([Li])[CH2:9][CH2:10][CH3:11].Br[CH2:14][CH2:15][CH:16]=[CH2:17].[O:18]1CCCC1>CCCCCC.[Cl-].[Na+].O>[CH2:11]=[CH:10][CH2:9][CH2:8][CH2:14][C:15](=[O:18])[CH2:16][CH2:17][CH2:7][CH:5]=[CH2:6] |f:5.6.7|. Procedure details: To a solution of 10.7 g of diispropylamine in 100 ml of tetrahydrofuran at 0° C. was added 74.1 ml of a 1.43M solution of n-butyllithium in hexane. After 15 minutes the solution was cooled to -30° C. To the mixture was then added a solution of 13.5 g of the title product of Example 62 in 50 ml of tetrahydrofuran, and the resulting mixture was kept for 1 hour at -30° C. The mixture was then cooled to -65° C. and to it was added a solution of 19.6 g of 4-bromo-1-butene in 25 ml of tetrahydrofuran.... Reactants: CS(=O)C1=CC=C(C=C1)O (4-methanesulfinyl-phenol), CN(C)C=O (DMF), BrC=1C=CC(=NC1)[N+](=O)[O-] (5-bromo-2-nitro pyridine). Conditions: temperature 50 celsius. The product is CS(=O)C1=CC=C(OC=2C=CC(=NC2)[N+](=O)[O-])C=C1 (5-(4-Methanesulfinyl-phenoxy)-2-nitro-pyridine). Isolated yield 62.7%. Reaction SMILES: [CH3:1][S:2]([C:4]1[CH:9]=[CH:8][C:7]([OH:10])=[CH:6][CH:5]=1)=[O:3].CN(C=O)C.Br[C:17]1[CH:18]=[CH:19][C:20]([N+:23]([O-:25])=[O:24])=[N:21][CH:22]=1>>[CH3:1][S:2]([C:4]1[CH:9]=[CH:8][C:7]([O:10][C:17]2[CH:18]=[CH:19][C:20]([N+:23]([O-:25])=[O:24])=[N:21][CH:22]=2)=[CH:6][CH:5]=1)=[O:3]. Procedure: To a solution of 4-methanesulfinyl-phenol (1.52 g, 9.7 mmol) in DMF (30 ml) cesium carbonate (4.2 g, 12.9 mmol) was added, followed by addition of 5-bromo-2-nitro pyridine (1.75 g, 8.6 mmol) and the mixture was stirred at 50° C. over night. The suspension was filtered and evaporated+co-evaporated with toluene. The compound was purified by chromatography (0→10% EtOH in Methylene chloride) to give 1.5 g (56%) of 5-(4-Methanesulfinyl-phenoxy)-2-nitro-pyridine. Starting materials: O=C1NC2=C(C=CC=C2C1SC)OC1=C(C=CC=C1)OC (2-oxo-3-methylthio-7-(2-methoxyphenoxy)indoline). Reagents/catalysts: [Ni] (Raney nickel). Solvent: C(C)O (ethanol). The product is O=C1NC2=C(C=CC=C2C1)OC1=C(C=CC=C1)OC (2-oxo-7-(2-methoxyphenoxy)indoline). Isolated yield 21.2%. As a reaction SMILES: [O:1]=[C:2]1[CH:10](SC)[C:9]2[C:4](=[C:5]([O:13][C:14]3[CH:19]=[CH:18][CH:17]=[CH:16][C:15]=3[O:20][CH3:21])[CH:6]=[CH:7][CH:8]=2)[NH:3]1>[Ni].C(O)C>[O:1]=[C:2]1[CH2:10][C:9]2[C:4](=[C:5]([O:13][C:14]3[CH:19]=[CH:18][CH:17]=[CH:16][C:15]=3[O:20][CH3:21])[CH:6]=[CH:7][CH:8]=2)[NH:3]1. Reported procedure: A mixture of 2-oxo-3-methylthio-7-(2-methoxyphenoxy)indoline (3.9 g) and Raney nickel (3.9 ml) in dried ethanol (70 ml) was treated in a similar manner to that of Preparation 15-(2) to give 2-oxo-7-(2-methoxyphenoxy)indoline (0.7 g), mp 145°-147° C. Reactants: CC(C)(C)OC(=O)N1CCC(N2c3ccccc3Oc3cc(-c4ccncc4)ccc32)CC1, CC(C)(C)OC(=O)N1CCC(N2c3ccccc3Oc3cc(-c4nnn[nH]4)ccc32)CC1, ClCCl, Cl, O=C(O)C(F)(F)F. The product is O=C(O)C(F)(F)F, c1ccc2c(c1)Oc1cc(-c3ccncc3)ccc1N2C1CCNCC1. RXN SMILES: [C:1]([O:2][C:3](=[O:4])[N:8]1[CH2:9][CH2:10][CH:11]([N:14]2[c:15]3[cH:16][cH:17][cH:18][cH:19][c:20]3[O:21][c:22]3[cH:23][c:24](-[c:28]4[cH:29][cH:30][n:31][cH:32][cH:33]4)[cH:25][cH:26][c:27]32)[CH2:12][CH2:13]1)([CH3:5])([CH3:6])[CH3:7].[C:34]([O:35][C:36]([N:37]1[CH2:38][CH2:39][CH:40]([N:41]2[c:42]3[cH:43][cH:44][c:45](-[c:46]4[nH:47][n:48][n:49][n:50]4)[cH:51][c:52]3[O:53][c:54]3[c:55]2[cH:56][cH:57][cH:58][cH:59]3)[CH2:60][CH2:61]1)=[O:62])([CH3:63])([CH3:64])[CH3:65].[CH2:74]([Cl:75])[Cl:76].[ClH:73].[F:66][C:67]([C:68](=[O:69])[OH:70])([F:71])[F:72]>>[F:66][C:67]([C:68](=[O:69])[OH:70])([F:71])[F:72].[NH:8]1[CH2:9][CH2:10][CH:11]([N:14]2[c:15]3[cH:16][cH:17][cH:18][cH:19][c:20]3[O:21][c:22]3[cH:23][c:24](-[c:28]4[cH:29][cH:30][n:31][cH:32][cH:33]4)[cH:25][cH:26][c:27]32)[CH2:12][CH2:13]1. Starting materials: COc1ccccc1CNc1ccc2c([N+](=O)[O-])cccc2n1, CO, [H][H]. The product is COc1ccccc1CNc1ccc2c(N)cccc2n1. Reaction SMILES: [CH3:1][O:2][c:3]1[c:4]([CH2:5][NH:6][c:7]2[n:8][c:9]3[cH:10][cH:11][cH:12][c:13]([N+:17]([O-:18])=[O:19])[c:14]3[cH:15][cH:16]2)[cH:20][cH:21][cH:22][cH:23]1.[CH3:26][OH:27].[H:24][H:25]>>[CH3:1][O:2][c:3]1[c:4]([CH2:5][NH:6][c:7]2[n:8][c:9]3[cH:10][cH:11][cH:12][c:13]([NH2:17])[c:14]3[cH:15][cH:16]2)[cH:20][cH:21][cH:22][cH:23]1.